From a dataset of the Open Reaction Database (ORD), a public repository of structured organic reaction records. describe an organic reaction: reactants, conditions, products, and yield Starting materials: C(=O)(C(F)(F)F)O (TFA), Br.CC(=O)O (HBr HOAc), C(C)OC(=O)C(CCC1=CC=CC=C1)N[C@@H](CCCNC(CN)=O)C(=O)N1[C@H](C(=O)O)CCC1 (N-[N2 -(1-ethoxycarbonyl-3-phenylpropyl)-N5 -glycyl-L-ornithyl]-L-proline), O=C(C(=O)OCC)CCC1=CC=CC=C1 (ethyl 2-oxo-4-phenylbutyrate), C(#N)[BH3-].[Na+] (sodium cyanoborohydride). The product is C(=O)(OCC1=CC=CC=C1)NCC(=O)NCCC[C@H](N)C(=O)N1[C@H](C(=O)O)CCC1 (N-[N5 -(N-Cbz-glycyl)-L-ornithyl]-L-proline). Reaction SMILES: [C:1]([OH:7])(C(F)(F)F)=[O:2].O=C(C[CH2:16][C:17]1[CH:22]=[CH:21][CH:20]=[CH:19][CH:18]=1)C(OCC)=O.C([BH3-])#N.[Na+].Br.CC(O)=O.C(OC(C([NH:46][C@H:47]([C:56]([N:58]1[CH2:65][CH2:64][CH2:63][C@H:59]1[C:60]([OH:62])=[O:61])=[O:57])[CH2:48][CH2:49][CH2:50][NH:51][C:52](=[O:55])[CH2:53][NH2:54])CCC1C=CC=CC=1)=O)C>>[C:1]([NH:54][CH2:53][C:52]([NH:51][CH2:50][CH2:49][CH2:48][C@@H:47]([C:56]([N:58]1[CH2:65][CH2:64][CH2:63][C@H:59]1[C:60]([OH:62])=[O:61])=[O:57])[NH2:46])=[O:55])([O:7][CH2:16][C:17]1[CH:18]=[CH:19][CH:20]=[CH:21][CH:22]=1)=[O:2] |f:2.3,4.5|. Procedure details: N-[N5 -(N-Cbz-glycyl)-L-ornithyl]-L-proline was prepared as described in Example 4. The reductive alkylation of TFA salt (132 mg, 0.314 mmol) with ethyl 2-oxo-4-phenylbutyrate (324 mg, 1.57 mmol) and sodium cyanoborohydride (59.2 mg, 0.942 mmol) was carried out in the usual manner. The work up, including 30-32% HBr/HOAc treatment, was the same as that described in Example 1. Both ms and nmr were consistent with the structure for N-[N2 -(1-ethoxycarbonyl-3-phenylpropyl)-N5 -glycyl-L-ornithyl]-L-p... As a reaction SMILES: [CH2:1]([C@@H:8]1[CH2:12][O:11][C:10](=[O:13])[N:9]1[C:14](=[O:24])/[CH:15]=[CH:16]/[C:17]1[CH:22]=[CH:21][C:20]([F:23])=[CH:19][CH:18]=1)[C:2]1[CH:7]=[CH:6][CH:5]=[CH:4][CH:3]=1.CO[CH2:27][N:28]([CH2:34][C:35]1[CH:40]=[CH:39][CH:38]=[CH:37][CH:36]=1)[CH2:29][Si](C)(C)C.FC(F)(F)C(O)=O>C1(C)C=CC=CC=1.C(=O)([O-])O.[Na+].O>[CH2:1]([C@@H:8]1[CH2:12][O:11][C:10](=[O:13])[N:9]1[C:14]([C@H:15]1[C@H:16]([C:17]2[CH:22]=[CH:21][C:20]([F:23])=[CH:19][CH:18]=2)[CH2:29][N:28]([CH2:34][C:35]2[CH:40]=[CH:39][CH:38]=[CH:37][CH:36]=2)[CH2:27]1)=[O:24])[C:2]1[CH:7]=[CH:6][CH:5]=[CH:4][CH:3]=1.[CH2:1]([C@@H:8]1[CH2:12][O:11][C:10](=[O:13])[N:9]1[C:14]([C@@H:15]1[C@@H:16]([C:17]2[CH:22]=[CH:21][C:20]([F:23])=[CH:19][CH:18]=2)[CH2:29][N:28]([CH2:34][C:35]2[CH:40]=[CH:39][CH:38]=[CH:37][CH:36]=2)[CH2:27]1)=[O:24])[C:2]1[CH:7]=[CH:6][CH:5]=[CH:4][CH:3]=1 |f:4.5|. Conditions: time 14 hour. Product: C(C1=CC=CC=C1)[C@H]1N(C(OC1)=O)C(=O)[C@@H]1CN(C[C@H]1C1=CC=C(C=C1)F)CC1=CC=CC=C1 ((4R)-4-benzyl-3-{[(3S,4R)-1-benzyl-4-(4-fluorophenyl)pyrrolidin-3-yl]carbonyl}-1,3-oxazolidin-2-one), C(C1=CC=CC=C1)[C@H]1N(C(OC1)=O)C(=O)[C@H]1CN(C[C@@H]1C1=CC=C(C=C1)F)CC1=CC=CC=C1 ((4R)-4-benzyl-3-{[(3R,4S)-1-benzyl-4-(4-fluorophenyl)pyrrolidin-3-yl]carbonyl}-1,3-oxazolidin-2-one). Starting materials: C(C1=CC=CC=C1)[C@H]1N(C(OC1)=O)C(\C=C\C1=CC=C(C=C1)F)=O ((4R)-4-benzyl-3-[(2E)-3-(4-fluorophenyl)prop-2-enoyl]-1,3-oxazolidin-2-one), COCN(C[Si](C)(C)C)CC1=CC=CC=C1 (N-(methoxymethyl)-N-(trimethylsilylmethyl)benzylamine), FC(C(=O)O)(F)F (trifluoroacetic acid). The solvent is C(O)([O-])=O.[Na+] (sodium hydrogen carbonate), O (water), C1(=CC=CC=C1)C (toluene), C1(=CC=CC=C1)C (toluene). Procedure details: To a solution of the compound (23.4 g) obtained in step 1 and N-(methoxymethyl)-N-(trimethylsilylmethyl)benzylamine (17.9 g) in toluene (238 mL) was added dropwise a solution of trifluoroacetic acid (1.07 mL) in toluene (11.7 mL) at 5° C., and the mixture was stirred at room temperature for 14 hr. The reaction mixture was diluted with saturated aqueous sodium hydrogen carbonate solution/water, extracted with ethyl acetate, washed with saturated brine, dried and concentrated under reduced pressur... Starting materials: C(C)N(C(=O)N[C@@H]1CN([C@@H]2CC3=C(N(C4=CC=CC([C@H]2C1)=C34)CCC)C=C)C)CC (1,1-diethyl-3-(2-vinyl-1-propyl-6-methyl-8α-ergolinyl)urea). The reagents and catalysts are [Ni] (Raney nickel). The solvent is C(C)O (ethanol). Yields the product C(C)N(C(=O)N[C@@H]1CN([C@@H]2CC3=C(N(C4=CC=CC([C@H]2C1)=C34)CCC)CC)C)CC (1,1-diethyl-3-(2-ethyl-1-propyl-6-methyl-8α-ergolinyl)urea). Isolated yield 43.1%. As a reaction SMILES: [CH2:1]([N:3]([CH2:29][CH3:30])[C:4]([NH:6][C@H:7]1[CH2:21][C@H:20]2[C@@H:10]([CH2:11][C:12]3[C:22]4[C:15](=[CH:16][CH:17]=[CH:18][C:19]2=4)[N:14]([CH2:23][CH2:24][CH3:25])[C:13]=3[CH:26]=[CH2:27])[N:9]([CH3:28])[CH2:8]1)=[O:5])[CH3:2]>C(O)C.[Ni]>[CH2:29]([N:3]([CH2:1][CH3:2])[C:4]([NH:6][C@H:7]1[CH2:21][C@H:20]2[C@@H:10]([CH2:11][C:12]3[C:22]4[C:15](=[CH:16][CH:17]=[CH:18][C:19]2=4)[N:14]([CH2:23][CH2:24][CH3:25])[C:13]=3[CH2:26][CH3:27])[N:9]([CH3:28])[CH2:8]1)=[O:5])[CH3:30]. Procedure: At room temperature and under hydrogen normal pressure, 150 mg of 1,1-diethyl-3-(2-vinyl-1-propyl-6-methyl-8α-ergolinyl)urea is hydrogenated in 20 ml of ethanol with 0.1 g of Raney nickel (B 115 Z). After the catalyst has been filtered off over kieselguhr, evaporation of the filtrate, and chromatography over silica gel with toluene:ethanol:water=80:20:1 as the eluent, 65 mg of 1,1-diethyl-3-(2-ethyl-1-propyl-6-methyl-8α-ergolinyl)urea is obtained as an oil.